Dataset: the Open Reaction Database (ORD), a public repository of structured organic reaction records. Task: describe an organic reaction: reactants, conditions, products, and yield Starting materials: C(C)(=O)OCC=1C(=NC=CC1C1=CN(C(C(=C1)NC1=NN2C(CN(C(C2)=O)C)=C1)=O)C)N1C(C2=C(C=C(C=C2C=N1)C(C)(C)C)F)=O ((2-(6-tert-Butyl-8-fluoro-1-oxophthalazin-2(1H)-yl)-4-(1-methyl-5-(5-methyl-6-oxo-4,5,6,7-tetrahydropyrazolo[1,5-a]pyrazin-2-ylamino)-6-oxo-1,6-dihydropyridin-3-yl)pyridin-3-yl)methyl Acetate), [OH-].[Li+] (lithium hydroxide). Run in C1CCOC1.C(C)(C)O.O (THF i-propanol water). Reaction conditions: temperature 30 celsius, time 1 hour. Product: C(C)(C)(C)C=1C=C2C=NN(C(C2=C(C1)F)=O)C1=NC=CC(=C1CO)C1=CN(C(C(=C1)NC1=NN2C(CN(C(C2)=O)C)=C1)=O)C (6-tert-butyl-8-fluoro-2-[3-(hydroxymethyl)-4-[1-methyl-5-[(5-methyl-6-oxo-4,7-dihydropyrazolo[1,5-a]pyrazin-2-yl)amino]-6-oxo-3-pyridyl]-2-pyridyl]phthalazin-1-one). Yield: 43.7%. Reaction SMILES: C([O:4][CH2:5][C:6]1[C:7]([N:32]2[N:41]=[CH:40][C:39]3[C:34](=[C:35]([F:46])[CH:36]=[C:37]([C:42]([CH3:45])([CH3:44])[CH3:43])[CH:38]=3)[C:33]2=[O:47])=[N:8][CH:9]=[CH:10][C:11]=1[C:12]1[CH:17]=[C:16]([NH:18][C:19]2[CH:29]=[C:22]3[CH2:23][N:24]([CH3:28])[C:25](=[O:27])[CH2:26][N:21]3[N:20]=2)[C:15](=[O:30])[N:14]([CH3:31])[CH:13]=1)(=O)C.[OH-].[Li+]>C1COCC1.C(O)(C)C.O>[C:42]([C:37]1[CH:38]=[C:39]2[C:34](=[C:35]([F:46])[CH:36]=1)[C:33](=[O:47])[N:32]([C:7]1[C:6]([CH2:5][OH:4])=[C:11]([C:12]3[CH:17]=[C:16]([NH:18][C:19]4[CH:29]=[C:22]5[CH2:23][N:24]([CH3:28])[C:25](=[O:27])[CH2:26][N:21]5[N:20]=4)[C:15](=[O:30])[N:14]([CH3:31])[CH:13]=3)[CH:10]=[CH:9][N:8]=1)[N:41]=[CH:40]2)([CH3:45])([CH3:43])[CH3:44] |f:1.2,3.4.5|. Procedure details: To a solution of 146f (110 mg, 0.172 mmol) in THF/i-propanol/water (4/2/2 mL) was added lithium hydroxide (21 mg, 0.86 mmol). The mixture was stirred at 30° C. for 1 h. After the reaction was complete, the mixture was concentrated under reduced pressure. The residue was diluted with water (10 mL) and extracted with ethyl acetate (3×20 mL). The combined organic layer was dried and concentrated under reduced pressure. The residue was purified by reverse-phase prep-HPLC to afford 146 as a white sol... Starting materials: C(CC)P(CCC#N)CCC (dipropyl cyanoethyl phosphine), OO (hydrogen peroxide). Run in C(C)(=O)O (acetic acid). Reaction conditions: temperature 75 celsius. Product: C(#N)CCP(CCC)(CCC)=O (2-Cyanoethyl bis(n-propyl)phosphine oxide). The yield is 100.2%. As a reaction SMILES: [CH2:1]([P:4]([CH2:9][CH2:10][CH3:11])[CH2:5][CH2:6][C:7]#[N:8])[CH2:2][CH3:3].[OH:12]O>C(O)(=O)C>[C:7]([CH2:6][CH2:5][P:4](=[O:12])([CH2:1][CH2:2][CH3:3])[CH2:9][CH2:10][CH3:11])#[N:8]. Procedure details: To dipropyl cyanoethyl phosphine (6.88 grams, 0.04 mole) in 25 ml glacial acetic acid was added 5.67 grams (0.05 mole) of 30% hydrogen peroxide at 60° C. The reaction mixture was heated for 30 minutes at 75° C. to give 7.5 grams of product. Starting materials: C(CCC)OCCOC1=CC=C(C=C1)C=1C=CC2=C(C=C(CCCN2CC(C)C)C(=O)NC2=CC(=C(C=C2)SCC2=CN=CN2CCC)C)C1 (8-[4-(2-butoxyethoxy)phenyl]-1-isobutyl-N-[3-methyl-4-[[[1-propylimidazol-5-yl]methyl]sulfanyl]phenyl]-1,2,3,4-tetrahydro-1-benzoazocine-5-carboxamide), solution, ClC1=CC(=CC=C1)C(=O)OO (3-chloro-per-benzoic acid). The solvent is ClCCl (dichloromethane), ClCCl (dichloromethane). Reaction conditions: time 1 hour. The product is C(CCC)OCCOC1=CC=C(C=C1)C=1C=CC2=C(C=C(CCCN2CC(C)C)C(=O)NC2=CC(=C(C=C2)S(=O)CC2=CN=CN2CCC)C)C1 (8-[4-(2-butoxyethoxy)phenyl]-1-isobutyl-N-[3-methyl-4-[[[1-propylimidazol-5-yl]methyl]sulfinyl]phenyl]-1,2,3,4-tetrahydro-1-benzoazocine-5-carboxamide). Yield: 76.4%. As a reaction SMILES: [CH2:1]([O:5][CH2:6][CH2:7][O:8][C:9]1[CH:14]=[CH:13][C:12]([C:15]2[CH:16]=[CH:17][C:18]3[N:25]([CH2:26][CH:27]([CH3:29])[CH3:28])[CH2:24][CH2:23][CH2:22][C:21]([C:30]([NH:32][C:33]4[CH:38]=[CH:37][C:36]([S:39][CH2:40][C:41]5[N:45]([CH2:46][CH2:47][CH3:48])[CH:44]=[N:43][CH:42]=5)=[C:35]([CH3:49])[CH:34]=4)=[O:31])=[CH:20][C:19]=3[CH:50]=2)=[CH:11][CH:10]=1)[CH2:2][CH2:3][CH3:4].ClC1C=CC=C(C(OO)=[O:59])C=1>ClCCl>[CH2:1]([O:5][CH2:6][CH2:7][O:8][C:9]1[CH:10]=[CH:11][C:12]([C:15]2[CH:16]=[CH:17][C:18]3[N:25]([CH2:26][CH:27]([CH3:28])[CH3:29])[CH2:24][CH2:23][CH2:22][C:21]([C:30]([NH:32][C:33]4[CH:38]=[CH:37][C:36]([S:39]([CH2:40][C:41]5[N:45]([CH2:46][CH2:47][CH3:48])[CH:44]=[N:43][CH:42]=5)=[O:59])=[C:35]([CH3:49])[CH:34]=4)=[O:31])=[CH:20][C:19]=3[CH:50]=2)=[CH:13][CH:14]=1)[CH2:2][CH2:3][CH3:4]. Procedure: To a solution of 8-[4-(2-butoxyethoxy)phenyl]-1-isobutyl-N-[3-methyl-4-[[[1-propylimidazol-5-yl]methyl]sulfanyl]phenyl]-1,2,3,4-tetrahydro-1-benzoazocine-5-carboxamide (370 mg) in dichloromethane (10 ml) was added dropwise a 70% solution of 3-chloro-per-benzoic acid (144 mg) in dichloromethane (10 ml) at −78° C. After stirring as such for 1 hour, the dry ice-acetone bath was removed, and an aqueous sodium thiosulfate solution was added with vigorous stirring. The mixture was returned to room tem... Starting materials: C1(NC(C2CCCCC12)=O)=O (hexahydro-1H-isoindole-1,3(2H)-dione), [H-].[H-].[H-].[H-].[Li+].[Al+3] (LiAlH4), O (H2O), aqueous solution, [OH-].[Na+] (NaOH), O (H2O). Run in C1CCOC1 (THF), C1CCOC1 (THF). Product: C1NCC2CCCCC12 (Octahydro-1H-isoindole). Yield: 84.9%. As a reaction SMILES: [C:1]1(=O)[CH:9]2[CH:4]([CH2:5][CH2:6][CH2:7][CH2:8]2)[C:3](=O)[NH:2]1.[H-].[H-].[H-].[H-].[Li+].[Al+3].O.[OH-].[Na+]>C1COCC1>[CH2:1]1[CH:9]2[CH:4]([CH2:5][CH2:6][CH2:7][CH2:8]2)[CH2:3][NH:2]1 |f:1.2.3.4.5.6,8.9|. Reported procedure: A solution of hexahydro-1H-isoindole-1,3(2H)-dione (1.0 g, 6.5 mmol) in dry THF (14 mL) was added dropwise to a stirred slurry of LiAlH4 in dry THF (6 mL) at such a rate that the solvent gentle refluxed. The resulting reaction mixture was heated to reflux for 20 h and then allowed to cool to RT. The reaction mixture was cooled with an ice-bath, and H2O (1 mL), a 20% aqueous solution of NaOH (2.5 mL) and H2O (2 mL) were sequentially added. The mixture was filtered and THF removed under reduced pr... Reactants: C(C)(C)(C)OC(=O)N1C(C(C[C@H]1CC1=CC=C(C=C1)C1=CC=CC=C1)COS(=O)(=O)C1=CC=C(C=C1)C)=O ((3R/S,5S)-5-biphenyl-4-ylmethyl-2-oxo-3-(toluene-4-sulfonyloxymethyl)-pyrrolidine-1-carboxylic acid tert-butyl ester), [I-].[Na+] (Sodium iodide). Run in C(C)#N (acetonitrile). Product: C1(=CC=C(C=C1)C[C@@H]1CC(C(N1)=O)CI)C1=CC=CC=C1 ((3R/S,5S)-5-biphenyl-4-ylmethyl-3-iodomethyl-pyrrolidin-2-one), 12-a. As a reaction SMILES: C(OC([N:8]1[C@H:12]([CH2:13][C:14]2[CH:19]=[CH:18][C:17]([C:20]3[CH:25]=[CH:24][CH:23]=[CH:22][CH:21]=3)=[CH:16][CH:15]=2)[CH2:11][CH:10]([CH2:26]OS(C2C=CC(C)=CC=2)(=O)=O)[C:9]1=[O:38])=O)(C)(C)C.[I-:39].[Na+]>C(#N)C>[C:17]1([C:20]2[CH:25]=[CH:24][CH:23]=[CH:22][CH:21]=2)[CH:18]=[CH:19][C:14]([CH2:13][C@H:12]2[NH:8][C:9](=[O:38])[CH:10]([CH2:26][I:39])[CH2:11]2)=[CH:15][CH:16]=1 |f:1.2|. Reported procedure: 122 mg (3R/S,5S)-5-Biphenyl-4-ylmethyl-2-oxo-3-(toluene-4-sulfonyloxymethyl)-pyrrolidine-1-carboxylic acid tert-butyl ester (11-a, R1=Boc, R4=Tosyl) prepared according to Example 49, Method 2 is added to acetonitrile (3 ml). Sodium iodide (105 mg) is then added to the mixture. The resulting mixture is heated at reflux overnight. The mixture is then concentrated under reduced pressure. Purification by column chromatography, eluting with ethyl acetate-heptane (1:1) gives (3R/S,5S)-5-biphenyl-4-ylm... Reported procedure: Prepared according to the method used in the preparation of 2-chloro-6-(7-methyl-2,7-diaza-spiro[3.5]non-2-ylmethyl)-4-morpholin-4-yl-thieno[3,2-d]pyrimidine using (4-azetidin-1-yl-piperidin-3-yl)-methanol in place of 7-methyl-2,7-diaza-spiro[3.5]nonane. The title compounds were separated by column chromatography. Reactants: ClC=1N=C(C2=C(N1)C=C(S2)CN2CC1(C2)CCN(CC1)C)N1CCOCC1 (2-chloro-6-(7-methyl-2,7-diaza-spiro[3.5]non-2-ylmethyl)-4-morpholin-4-yl-thieno[3,2-d]pyrimidine), N1(CCC1)C1C(CNCC1)CO ((4-azetidin-1-yl-piperidin-3-yl)-methanol). Reaction SMILES: [Cl:1][C:2]1[N:3]=[C:4]([N:22]2[CH2:27][CH2:26][O:25][CH2:24][CH2:23]2)[C:5]2[S:10][C:9]([CH2:11]N3CC4(CCN(C)CC4)C3)=[CH:8][C:6]=2[N:7]=1.[N:28]1([CH:32]2[CH2:37][CH2:36][NH:35][CH2:34][CH:33]2[CH2:38][OH:39])[CH2:31][CH2:30][CH2:29]1>>[N:28]1([C@@H:32]2[CH2:37][CH2:36][N:35]([CH2:11][C:9]3[S:10][C:5]4[C:4]([N:22]5[CH2:27][CH2:26][O:25][CH2:24][CH2:23]5)=[N:3][C:2]([Cl:1])=[N:7][C:6]=4[CH:8]=3)[CH2:34][C@H:33]2[CH2:38][OH:39])[CH2:29][CH2:30][CH2:31]1. Product: N1(CCC1)[C@H]1[C@@H](CN(CC1)CC1=CC=2N=C(N=C(C2S1)N1CCOCC1)Cl)CO ((±)-[(trans)-4-azetidin-1-yl-1-(2-chloro-4-morpholin-4-yl-thieno[3,2-d]pyrimidin-6-ylmethyl)-piperidin-3-yl]-methanol). Reactants: Cl (hydrochloric acid), BrC(CC)(CC)Br (Dibromopentane), C1(CCCCC1)=O (cyclohexanone), [K].C(C)(C)(C)[O-] (potassium tert-butanolate). Run in C1(=CC=CC=C1)C (toluene). Product: C1(CCCCC12CCCCC2)=O (Spiro[5.5]undecan-1-one). As a reaction SMILES: Br[C:2](Br)([CH2:5][CH3:6])[CH2:3][CH3:4].[C:8]1(=[O:14])[CH2:13][CH2:12][CH2:11][CH2:10][CH2:9]1.[K].C([O-])(C)(C)C.Cl>C1(C)C=CC=CC=1>[C:8]1(=[O:14])[C:13]2([CH2:6][CH2:5][CH2:2][CH2:3][CH2:4]2)[CH2:12][CH2:11][CH2:10][CH2:9]1 |f:2.3,^1:14|. Procedure: Dibromopentane (5 mmol) is added to a solution of cyclohexanone (5 mmol) and potassium-tert-butanolate (10 mmol) in toluene (7.5 ml) and the reaction mixture is refluxed for 48 hours. After cooling to room temperature 25% hydrochloric acid is added and extraction is carried out with diethyl ether. The combined organic phases produce, after drying over sodium sulphate, removal of the solvent in a vacuum and chromatography of the residue using silica gel (ethyl acetate/heptane, 1:5) pure spiro[5.5... Yields the product C1(CCCCC1)C1=CC(=C(C=C1)C(C)=O)OC (4'-cyclohexyl-2'-methoxy-acetophenone). Solvent: C1=CC=CC=C1 (benzene). Reactants: C(C)(=O)Cl (acetyl chloride), C1(CCCCC1)C=1C=C(C=CC1)OC (3-cyclohexyl anisole), [Sn](Cl)(Cl)(Cl)Cl (tin(IV) chloride). Reaction SMILES: [CH:1]1([C:7]2[CH:8]=[C:9]([O:13][CH3:14])[CH:10]=[CH:11][CH:12]=2)[CH2:6][CH2:5][CH2:4][CH2:3][CH2:2]1.[C:15](Cl)(=[O:17])[CH3:16].[Sn](Cl)(Cl)(Cl)Cl>C1C=CC=CC=1>[CH:1]1([C:7]2[CH:12]=[CH:11][C:10]([C:15](=[O:17])[CH3:16])=[C:9]([O:13][CH3:14])[CH:8]=2)[CH2:2][CH2:3][CH2:4][CH2:5][CH2:6]1. Procedure: 20 g of 3-cyclohexyl anisole are dissolved in 200 cc of benzene, 8.15 g of acetyl chloride are added, and 27.4 g of tin(IV) chloride are subsequently added dropwise at 5° - 10° while stirring. After stirring at 23° for 16 hours, the reaction mixture is poured on ice and extracted thrice with benzene. The organic phase is successively washed with 2 N hydrochloric acid, a 2 N caustic soda solution and water, is dried over anhydrous sodium sulphate and concentrated. The residue is recrystallized fr...